From a dataset of the Open Reaction Database (ORD), a public repository of structured organic reaction records. describe an organic reaction: reactants, conditions, products, and yield Starting materials: [BH4-].[Na+] (sodium borohydride), C(C1=CC=CC=C1)[C@H]1N(CC[C@@H](C1)N)C(C1=CC(=CC(=C1)Cl)Cl)=O ((2R*,4S*)-2-benzyl-1-(3,5-dichlorobenzoyl)-4-piperidinamine), COC1=C(C=O)C=CC=C1 (2-methoxybenzaldehyde), S(=O)(=O)([O-])[O-].[Mg+2] (magnesium sulfate). Solvent: C1(=CC=CC=C1)C (toluene), CO (methanol). Product: C(C1=CC=CC=C1)[C@H]1N(CC[C@@H](C1)NCC1=C(C=CC=C1)OC)C(C1=CC(=CC(=C1)Cl)Cl)=O ((2R*,4S*)-2-benzyl-1-(3,5-dichlorobenzoyl)-N-(2-methoxybenzyl)-4-piperidinamine). As a reaction SMILES: [CH2:1]([C@@H:8]1[CH2:13][C@@H:12]([NH2:14])[CH2:11][CH2:10][N:9]1[C:15](=[O:24])[C:16]1[CH:21]=[C:20]([Cl:22])[CH:19]=[C:18]([Cl:23])[CH:17]=1)[C:2]1[CH:7]=[CH:6][CH:5]=[CH:4][CH:3]=1.[CH3:25][O:26][C:27]1[CH:34]=[CH:33][CH:32]=[CH:31][C:28]=1[CH:29]=O.S([O-])([O-])(=O)=O.[Mg+2].[BH4-].[Na+]>C1(C)C=CC=CC=1.CO>[CH2:1]([C@@H:8]1[CH2:13][C@@H:12]([NH:14][CH2:29][C:28]2[CH:31]=[CH:32][CH:33]=[CH:34][C:27]=2[O:26][CH3:25])[CH2:11][CH2:10][N:9]1[C:15](=[O:24])[C:16]1[CH:21]=[C:20]([Cl:22])[CH:19]=[C:18]([Cl:23])[CH:17]=1)[C:2]1[CH:3]=[CH:4][CH:5]=[CH:6][CH:7]=1 |f:2.3,4.5|. Reported procedure: 200 mg (0.551 mmol) of (2R*,4S*)-2-benzyl-1-(3,5-dichlorobenzoyl)-4-piperidinamine are reacted in analogy to Example 2g with 75 mg (0.551 mmol) of 2-methoxybenzaldehyde and 90 mg magnesium sulfate in 2 ml of toluene and subsequently reduced with 22 mg (0.584 mmol) of sodium borohydride in 2 ml of methanol. The title compound ##STR91## is obtained (170 mg, 64%) as white foam. TLC:methylene chloride/methanol/cone. ammonia (700:50:1) Rf =0.66, FD-MS:M+ =482, 482. IR:1620 cm-1. The reactants are N1(CCOCC1)CCN(C1=NOC2=C1C=CC(=C2)O)C (3-[[2-(4-morpholinyl)ethyl]-methylamino]-1,2-benzisoxazol-6-ol), CC(C)N=C=O (1-methylethylisocyanate), CO.C(Cl)Cl (MeOH DCM). Reagents/catalysts: [Cu]Cl (copper(I)chloride). Run in CCOC(=O)C (EtOAc). Yields the product CC(C)NC(OC1=CC2=C(C(=NO2)N(C)CCN2CCOCC2)C=C1)=O (3-[[2-(4-Morpholinyl)ethyl]methylamino]-1,2-benzisoxazol-6-yl 1-methylethylcarbamate). The yield is 41.7%. RXN SMILES: [N:1]1([CH2:7][CH2:8][N:9]([CH3:20])[C:10]2[C:14]3[CH:15]=[CH:16][C:17]([OH:19])=[CH:18][C:13]=3[O:12][N:11]=2)[CH2:6][CH2:5][O:4][CH2:3][CH2:2]1.[CH3:21][CH:22]([N:24]=[C:25]=[O:26])[CH3:23].CO.C(Cl)Cl>CCOC(C)=O.[Cu]Cl>[CH3:21][CH:22]([NH:24][C:25](=[O:26])[O:19][C:17]1[CH:16]=[CH:15][C:14]2[C:10]([N:9]([CH2:8][CH2:7][N:1]3[CH2:6][CH2:5][O:4][CH2:3][CH2:2]3)[CH3:20])=[N:11][O:12][C:13]=2[CH:18]=1)[CH3:23] |f:2.3|. Procedure details: To a stirred solution of 3-[[2-(4-morpholinyl)ethyl]-methylamino]-1,2-benzisoxazol-6-ol (2.2 g) and copper(I)chloride (0.1 g) in EtOAc (50 ml) was added 1-methylethylisocyanate (0.8 g). After 24 hours TLC (silica gel, 10% MeOH/DCM) showed no starting material. The reaction was filtered through neutral alumina eluting with EtOAc (3 l) and the filtrate was concentrated in vacuo. The white solid was flash chromatographed on silica gel eluting with 1% MeOH/DCM to yield 1.2 g of the product, m.p. 99-... Yield: 93.0%. Yields the product Cl.FC1=C(COC2=CC=C(C=C2)[C@H]2CC[C@H](N2)C(=O)N)C=CC=C1 ((5R)-5-(4-[2-fluorobenzyloxy]phenyl)-L-prolinamide hydrochloride). Reaction conditions: time 1.5 hour. RXN SMILES: [F:1][C:2]1[CH:23]=[CH:22][CH:21]=[CH:20][C:3]=1[CH2:4][O:5][C:6]1[CH:11]=[CH:10][C:9]([C@@H:12]2[NH:16][C@H:15]([C:17]([NH2:19])=[O:18])[CH2:14][CH2:13]2)=[CH:8][CH:7]=1.[ClH:24].O1CCOCC1>C(OCC)(=O)C.CO>[ClH:24].[F:1][C:2]1[CH:23]=[CH:22][CH:21]=[CH:20][C:3]=1[CH2:4][O:5][C:6]1[CH:7]=[CH:8][C:9]([C@@H:12]2[NH:16][C@H:15]([C:17]([NH2:19])=[O:18])[CH2:14][CH2:13]2)=[CH:10][CH:11]=1 |f:5.6|. Run in C(C)(=O)OCC (ethyl acetate), CO (methanol). Procedure details: To a solution of E1 (72 mg, 0.23 mmol) in a mixture of ethyl acetate (1.0 ml) and methanol (1.0 ml) was added 4M HCl in 1,4-dioxane (57.5 uL, 0.23 mmol) at 0° C. The mixture was stirred for 1.5 h and slowly allowed to warm to room temperature. After evaporating the solvent, the residue was triturated with diethyl ether to afford the title compound as a white solid (75 mg, 93% yield). Starting materials: Cl (HCl), O1CCOCC1 (1,4-dioxane), FC1=C(COC2=CC=C(C=C2)[C@H]2CC[C@H](N2)C(=O)N)C=CC=C1 ((5R)-5-(4-[2-fluorobenzyloxy]phenyl)-L-prolinamide). Starting materials: CCO, CCOC(C)=O, [Cl-], [Fe], [NH4+], C1CCOC1, O, O=C(Nc1ccc(Sc2ccc(C(=O)Nc3nnc(C(F)(F)F)s3)cc2[N+](=O)[O-])cc1)OCC1c2ccccc2-c2ccccc21. Product: Nc1cc(C(=O)Nc2nnc(C(F)(F)F)s2)ccc1Sc1ccc(NC(=O)OCC2c3ccccc3-c3ccccc32)cc1. RXN SMILES: [CH3:49][CH2:50][OH:51].[CH3:58][CH2:59][O:60][C:61](=[O:62])[CH3:63].[Cl-:47].[Fe:64].[NH4+:48].[O:52]1[CH2:53][CH2:54][CH2:55][CH2:56]1.[OH2:57].[cH:1]1[cH:2][cH:3][cH:4][c:5]2[c:13]1[CH:12]([CH2:14][O:15][C:16]([NH:17][c:18]1[cH:19][cH:20][c:21]([S:24][c:25]3[c:26]([N+:43]([O-:44])=[O:45])[cH:27][c:28]([C:31]([NH:32][c:33]4[s:34][c:35]([C:38]([F:39])([F:40])[F:41])[n:36][n:37]4)=[O:42])[cH:29][cH:30]3)[cH:22][cH:23]1)=[O:46])[c:11]1[c:6]-2[cH:7][cH:8][cH:9][cH:10]1>>[cH:1]1[cH:2][cH:3][cH:4][c:5]2[c:13]1[CH:12]([CH2:14][O:15][C:16]([NH:17][c:18]1[cH:19][cH:20][c:21]([S:24][c:25]3[c:26]([NH2:43])[cH:27][c:28]([C:31]([NH:32][c:33]4[s:34][c:35]([C:38]([F:39])([F:40])[F:41])[n:36][n:37]4)=[O:42])[cH:29][cH:30]3)[cH:22][cH:23]1)=[O:46])[c:11]1[c:6]-2[cH:7][cH:8][cH:9][cH:10]1. Reactants: CC(C)Cc1cc(CC(C)C)c(CC#N)cc1C#N, O=[N+]([O-])O, O=S(=O)(O)O. Product: CC(C)Cc1c(C#N)cc(CC#N)c(CC(C)C)c1[N+](=O)[O-]. Reaction SMILES: [C:10](#[N:11])[c:12]1[c:13]([CH2:25][CH:26]([CH3:27])[CH3:28])[cH:14][c:15]([CH2:21][CH:22]([CH3:23])[CH3:24])[c:16]([CH2:18][C:19]#[N:20])[cH:17]1.[OH:6][N+:7]([O-:8])=[O:9].[S:1](=[O:2])(=[O:3])([OH:4])[OH:5]>>[O-:6][N+:7](=[O:9])[c:14]1[c:13]([CH2:25][CH:26]([CH3:27])[CH3:28])[c:12]([C:10]#[N:11])[cH:17][c:16]([CH2:18][C:19]#[N:20])[c:15]1[CH2:21][CH:22]([CH3:23])[CH3:24]. As a reaction SMILES: [H-].[Na+].Cl[CH2:4][C:5]1[CH:24]=[CH:23][C:8]([O:9][CH2:10][C:11]2[N:12]=[C:13]([C:17]3[CH:22]=[CH:21][CH:20]=[CH:19][CH:18]=3)[O:14][C:15]=2[CH3:16])=[CH:7][CH:6]=1.[CH2:25]([O:27][C:28]1[C:32]([CH2:33][C:34]([O:36][CH2:37][CH3:38])=[O:35])=[CH:31][NH:30][N:29]=1)[CH3:26].O>CN(C)C=O>[CH2:25]([O:27][C:28]1[C:32]([CH2:33][C:34]([O:36][CH2:37][CH3:38])=[O:35])=[CH:31][N:30]([CH2:4][C:5]2[CH:24]=[CH:23][C:8]([O:9][CH2:10][C:11]3[N:12]=[C:13]([C:17]4[CH:22]=[CH:21][CH:20]=[CH:19][CH:18]=4)[O:14][C:15]=3[CH3:16])=[CH:7][CH:6]=2)[N:29]=1)[CH3:26] |f:0.1|. Procedure details: Sodium hydride (60%, oily, 70.0 mg) was added to a solution of 4-(4-chloromethylphenoxymethyl)-5-methyl-2-phenyloxazole (549 mg), ethyl 3-ethoxy-1H-pyrazol-4-ylacetate (347 mg) in N,N-dimethylformamide (10 ml) at 0° C., and the mixture was stirred at room temperature for 1 hour. The reaction mixture was poured into water, and extracted with ethyl acetate. The ethyl acetate layer was washed with saturated aqueous sodium chloride solution, dried (MgSO4), and concentrated. The residue was subjected... The reactants are O (water), [H-].[Na+] (Sodium hydride), ClCC1=CC=C(OCC=2N=C(OC2C)C2=CC=CC=C2)C=C1 (4-(4-chloromethylphenoxymethyl)-5-methyl-2-phenyloxazole), C(C)OC1=NNC=C1CC(=O)OCC (ethyl 3-ethoxy-1H-pyrazol-4-ylacetate). Product: C(C)OC1=NN(C=C1CC(=O)OCC)CC1=CC=C(C=C1)OCC=1N=C(OC1C)C1=CC=CC=C1 (ethyl 3-ethoxy-1-[4-(5-methyl-2-phenyl-4-oxazolylmethoxy)benzyl]-1H-pyrazol-4-ylacetate). The yield is 74.3%. Solvent: CN(C=O)C (N,N-dimethylformamide). Reaction conditions: time 1 hour.